Dataset: the Open Reaction Database (ORD), a public repository of structured organic reaction records. Task: describe an organic reaction: reactants, conditions, products, and yield Reactants: C[O-], CN(C)C=O, CN1Cc2c(C#N)ncn2-c2cccc(Cl)c2C1=O, Cl, NO, [Na+], O. Product: CN1Cc2c(C(N)=NO)ncn2-c2cccc(Cl)c2C1=O. As a reaction SMILES: [CH3:23][O-:24].[CH3:27][N:28]([CH3:29])[CH:30]=[O:31].[Cl:1][c:2]1[cH:3][cH:4][cH:5][c:6]2[c:7]1[C:8](=[O:19])[N:9]([CH3:18])[CH2:10][c:11]1[n:12]-2[cH:13][n:14][c:15]1[C:16]#[N:17].[ClH:20].[NH2:21][OH:22].[Na+:25].[OH2:26]>>[Cl:1][c:2]1[cH:3][cH:4][cH:5][c:6]2[c:7]1[C:8](=[O:19])[N:9]([CH3:18])[CH2:10][c:11]1[n:12]-2[cH:13][n:14][c:15]1[C:16]([NH2:17])=[N:21][OH:22]. Starting materials: NC1=C(C(=NN1C1=C(C=C(C=C1Cl)C(F)(F)F)Cl)C#N)SC(F)(F)F (5-amino-1-(2,6-dichloro-4-trifluoromethylphenyl)-3-cyano-4-trifluoromethylthiopyrazole), ClCCC(=O)Cl (3-chloropropionyl chloride). Procedure details: To a mixture of 5-amino-1-(2,6-dichloro-4-trifluoromethylphenyl)-3-cyano-4-trifluoromethylthiopyrazole (10.0 g, 19.0 mmol) in toluene was added 3-chloropropionyl chloride (3.92 g, 30.9 mmol), then zinc chloride (0.97 g, 7.1 mmol). The mixture was heated at reflux for 4 hours. After extractive workup and recrystallisation with heptane-ethyl acetate (1:1) the title product was obtained (9.05 g), 19F-NMR: −43.3; −63.7 ppm. Yields the product ClCCC(=O)NC1=C(C(=NN1C1=C(C=C(C=C1Cl)C(F)(F)F)Cl)C#N)SC(F)(F)F (3-Chloropropionylamino-1-(2,6-dichloro-4-trifluoromethylphenyl)-3-cyano-4-trifluoromethylthiopyrazole). Reagents/catalysts: [Cl-].[Zn+2].[Cl-] (zinc chloride). RXN SMILES: [NH2:1][C:2]1[N:6]([C:7]2[C:12]([Cl:13])=[CH:11][C:10]([C:14]([F:17])([F:16])[F:15])=[CH:9][C:8]=2[Cl:18])[N:5]=[C:4]([C:19]#[N:20])[C:3]=1[S:21][C:22]([F:25])([F:24])[F:23].[Cl:26][CH2:27][CH2:28][C:29](Cl)=[O:30]>C1(C)C=CC=CC=1.[Cl-].[Zn+2].[Cl-]>[Cl:26][CH2:27][CH2:28][C:29]([NH:1][C:2]1[N:6]([C:7]2[C:12]([Cl:13])=[CH:11][C:10]([C:14]([F:15])([F:16])[F:17])=[CH:9][C:8]=2[Cl:18])[N:5]=[C:4]([C:19]#[N:20])[C:3]=1[S:21][C:22]([F:25])([F:24])[F:23])=[O:30] |f:3.4.5|. Solvent: C1(=CC=CC=C1)C (toluene). The reactants are NC=1C=C(C(=O)OC)C=CC1O (Methyl 3-amino-4-hydroxybenzoate), C(OCC)(=S)[S-].[K+] (potassium O-ethyl carbonodithioate). Run in N1=CC=CC=C1 (pyridine). Product: S=C1OC2=C(N1)C=C(C=C2)C(=O)OC (methyl 2-thioxo-2,3-dihydrobenzo[d]oxazole-5-carboxylate). Reaction SMILES: [NH2:1][C:2]1[CH:3]=[C:4]([CH:9]=[CH:10][C:11]=1[OH:12])[C:5]([O:7][CH3:8])=[O:6].[C:13]([S-])(=[S:17])OCC.[K+]>N1C=CC=CC=1>[S:17]=[C:13]1[NH:1][C:2]2[CH:3]=[C:4]([C:5]([O:7][CH3:8])=[O:6])[CH:9]=[CH:10][C:11]=2[O:12]1 |f:1.2|. Reported procedure: Methyl 3-amino-4-hydroxybenzoate (5.09 g, 30.4 mmol) and potassium O-ethyl carbonodithioate (6.35 g, 39.6 mmol) were combined in pyridine (50 mL) and heated to reflux for two hours. The reaction mixture was cooled to ambient temperature. The mixture was filtered, washed with a 1 N aqueous hydrochloric acid solution, and dried on a vacuum filter overnight to afford the title compound. 1H NMR (300 MHz, DMSO-d6) δ ppm 3.88 (s, 3 H) 7.63 (d, J=8.48 Hz, 1 H) 7.69 (d, J=1.70 Hz, 1 H) 7.89 (dd, J=8.82,... The reactants are COC(C1=CC(=CC=C1)C1=NC(=NO1)C=1C=NC(=CC1)N(C)C)=O (3-[3-(6-dimethylamino-pyridin-3-yl)-[1,2,4]oxadiazol-5-yl]-benzoic acid methyl ester), [Li+].[OH-] (LiOH). The solvent is O1CCOCC1 (dioxane). Reaction conditions: time 20 hour. The product is CN(C1=CC=C(C=N1)C1=NOC(=N1)C=1C=C(C(=O)O)C=CC1)C (3-[3-(6-Dimethylamino-pyridin-3-yl)-[1,2,4]oxadiazol-5-yl]-benzoic acid). Reaction SMILES: C[O:2][C:3](=[O:24])[C:4]1[CH:9]=[CH:8][CH:7]=[C:6]([C:10]2[O:14][N:13]=[C:12]([C:15]3[CH:16]=[N:17][C:18]([N:21]([CH3:23])[CH3:22])=[CH:19][CH:20]=3)[N:11]=2)[CH:5]=1.[Li+].[OH-]>O1CCOCC1>[CH3:22][N:21]([CH3:23])[C:18]1[N:17]=[CH:16][C:15]([C:12]2[N:11]=[C:10]([C:6]3[CH:5]=[C:4]([CH:9]=[CH:8][CH:7]=3)[C:3]([OH:24])=[O:2])[O:14][N:13]=2)=[CH:20][CH:19]=1 |f:1.2|. Procedure details: In a 250 ml round flask, 7.0 g (21.6 mmol) of 3-[3-(6-dimethylamino-pyridin-3-yl)-[1,2,4]oxadiazol-5-yl]-benzoic acid methyl ester is dissolved in 150 ml of dioxane and treated with 32.4 ml (1M, 32.4 mmol, 1.5 eq.) of aqueous LiOH solution. After 20 h, the solvent is removed under vacuo and the residue suspended in 300 ml H2O. The pH value is then adjusted to 2 by addition of 1M HCl-solution. The precipitate is stirred for 30 minutes, then filtered, washed with 0.1 M HCl-solution and with diethy... The reactants are I[Si](C)(C)C (Iodotrimethylsilane), BrC1=C(O[C@@H](C(=O)OC)CCN2C(C3=CC=CC=C3C2=O)=O)C(=CC(=C1)C1=C2C=CC=CC2=C(C2=C1C1=C(S2)C=CC=C1)Br)Br ((R)-2-[2,6-dibromo-4-(6-bromo-benzo[b]naphtho[2,3-d ]thiophen-11-yl)-phenoxy]-4-(1, 3-dioxo-1, 3-dihydro-isoindol-2-yl)-butyric acid, methyl ester). The solvent is C(Cl)Cl (methylene chloride). Conditions: time 8 hour. Yields the product BrC1=C(O[C@@H](C(=O)O)CCN2C(C3=CC=CC=C3C2=O)=O)C(=CC(=C1)C1=C2C=CC=CC2=C(C2=C1C1=C(S2)C=CC=C1)Br)Br ((R)-2-[2,6-Dibromo-4-(6-bromo-benzo[b]naphtho[2,3-d]thiophen-11-yl)-phenoxy]-4-(1, 3-dioxo-1, 3-dihydro-isoindol-2-yl)-butyric acid). Yield: 30.1%. Reaction SMILES: I[Si](C)(C)C.[Br:6][C:7]1[CH:31]=[C:30]([C:32]2[C:41]3[C:42]4[CH:48]=[CH:47][CH:46]=[CH:45][C:43]=4[S:44][C:40]=3[C:39]([Br:49])=[C:38]3[C:33]=2[CH:34]=[CH:35][CH:36]=[CH:37]3)[CH:29]=[C:28]([Br:50])[C:8]=1[O:9][C@H:10]([CH2:15][CH2:16][N:17]1[C:25](=[O:26])[C:24]2[C:19](=[CH:20][CH:21]=[CH:22][CH:23]=2)[C:18]1=[O:27])[C:11]([O:13]C)=[O:12]>C(Cl)Cl>[Br:6][C:7]1[CH:31]=[C:30]([C:32]2[C:41]3[C:42]4[CH:48]=[CH:47][CH:46]=[CH:45][C:43]=4[S:44][C:40]=3[C:39]([Br:49])=[C:38]3[C:33]=2[CH:34]=[CH:35][CH:36]=[CH:37]3)[CH:29]=[C:28]([Br:50])[C:8]=1[O:9][C@H:10]([CH2:15][CH2:16][N:17]1[C:18](=[O:27])[C:19]2[C:24](=[CH:23][CH:22]=[CH:21][CH:20]=2)[C:25]1=[O:26])[C:11]([OH:13])=[O:12]. Procedure details: Iodotrimethylsilane (2.8 mL, 1 N in methylene chloride) was added dropwise to a -10° C., stirred solution of (R)-2-[2,6-dibromo-4-(6-bromo-benzo[b]naphtho[2,3-d ]thiophen-11-yl)-phenoxy]-4-(1, 3-dioxo-1, 3-dihydro-isoindol-2-yl)-butyric acid, methyl ester (0.770 g, 0.953 mmol) in methylene chloride (14 mL) under a try N2 atmosphere. The solution was allowed to warm to ambient temperature and was stirred overnight. The reaction mixture was quenched, further diluted with water (100 mL), and partit... The reactants are C(C)(=O)O[BH-](OC(C)=O)OC(C)=O.[Na+] (sodium triacetoxyborohydride), CNC.O1CCCC1 (dimethylamine tetrahydrofuran), C(C)(=O)O (acetic acid), FC1=CC=C(C=C1)[C@H](C)NC1=NC(=CC(=N1)N1CC(C1)=O)NC1=NC=CN=C1 ((S)-1-{2-[1-(4-fluorophenyl)ethylamino]-6-(pyrazin-2-ylamino)pyrimidin-4-yl}azetidin-3-one). Solvent: ClCCCl (1,2-dichloroethane), C(C)(=O)OCC (ethyl acetate). Reaction conditions: time 30 minute. Yields the product CN(C1CN(C1)C1=CC(=NC(=N1)N[C@@H](C)C1=CC=C(C=C1)F)NC1=NC=CN=C1)C ((S)-6-[3-(Dimethylamino)azetidin-1-yl]-N2-[1-(4-fluorophenyl)ethyl]-N4-(pyrazin-2-yl)pyrimidine-2,4-diamine). As a reaction SMILES: [F:1][C:2]1[CH:7]=[CH:6][C:5]([C@@H:8]([NH:10][C:11]2[N:16]=[C:15]([N:17]3[CH2:20][C:19](=O)[CH2:18]3)[CH:14]=[C:13]([NH:22][C:23]3[CH:28]=[N:27][CH:26]=[CH:25][N:24]=3)[N:12]=2)[CH3:9])=[CH:4][CH:3]=1.[CH3:29][NH:30][CH3:31].O1CCCC1.C(O)(=O)C.C(O[BH-](OC(=O)C)OC(=O)C)(=O)C.[Na+]>ClCCCl.C(OCC)(=O)C>[CH3:29][N:30]([CH3:31])[CH:19]1[CH2:20][N:17]([C:15]2[N:16]=[C:11]([NH:10][C@H:8]([C:5]3[CH:6]=[CH:7][C:2]([F:1])=[CH:3][CH:4]=3)[CH3:9])[N:12]=[C:13]([NH:22][C:23]3[CH:28]=[N:27][CH:26]=[CH:25][N:24]=3)[CH:14]=2)[CH2:18]1 |f:1.2,4.5|. Procedure: 300 mg of (S)-1-{2-[1-(4-fluorophenyl)ethylamino]-6-(pyrazin-2-ylamino)pyrimidin-4-yl}azetidin-3-one was dissolved in 5 ml of 1,2-dichloroethane, and 12 ml of 2M dimethylamine/tetrahydrofuran solution and 290 μl of acetic acid were added thereto, and the mixture was stirred at room temperature for 30 minutes. 340 mg of sodium triacetoxyborohydride was added thereto, and the mixture was stirred at room temperature overnight. The reaction solution was diluted with ethyl acetate. The solution was w... The reactants are O=C(c1ccccc1)n1ccc2ccc(Br)nc21, [K+], C1COCCO1, [OH-]. The product is Brc1ccc2cc[nH]c2n1. As a reaction SMILES: [Br:1][c:2]1[cH:3][cH:4][c:5]2[c:6]([n:7]1)[n:8]([C:11]([c:12]1[cH:13][cH:14][cH:15][cH:16][cH:17]1)=[O:18])[cH:9][cH:10]2.[K+:26].[O:19]1[CH2:20][CH2:21][O:22][CH2:23][CH2:24]1.[OH-:25]>>[Br:1][c:2]1[cH:3][cH:4][c:5]2[c:6]([n:7]1)[nH:8][cH:9][cH:10]2.